From a dataset of the Open Reaction Database (ORD), a public repository of structured organic reaction records. describe an organic reaction: reactants, conditions, products, and yield The reactants are COC=1C=C(C=C(C1OC)OC)C(C)=O (3′,4′,5′-Trimethoxyacetophenone), resultant mixture, [Cl-].[NH4+] (ammonium chloride), Cl.NO (hydroxylamine hydrochloride), resultant mixture, C(C(=O)OCC)(=O)OCC (Diethyl oxalate), C(CCC)[Li] (n-butyllithium). The solvent is C(C)O (ethanol), CCCCCC (hexane). Reaction conditions: time 10 minute. The product is COC=1C=C(C=C(C1OC)OC)C1=CC(=NO1)C(=O)OCC (Ethyl 5-(3,4,5-Trimethoxyphenyl)isoxazole-3-carboxylate). Reaction SMILES: [CH3:1][O:2][C:3]1[CH:4]=[C:5]([C:13](=[O:15])[CH3:14])[CH:6]=[C:7]([O:11][CH3:12])[C:8]=1[O:9][CH3:10].C([Li])CCC.[C:21](OCC)(=O)[C:22]([O:24][CH2:25][CH3:26])=[O:23].[Cl-].[NH4+:32].Cl.NO>C(O)C.CCCCCC>[CH3:12][O:11][C:7]1[CH:6]=[C:5]([C:13]2[O:15][N:32]=[C:21]([C:22]([O:24][CH2:25][CH3:26])=[O:23])[CH:14]=2)[CH:4]=[C:3]([O:2][CH3:1])[C:8]=1[O:9][CH3:10] |f:3.4,5.6|. Procedure details: 3′,4′,5′-Trimethoxyacetophenone (98%, 10.89 g) was suspended at −78° C. under an argon atmosphere, and a hexane solution (31.9 mL) of 1.59 M n-butyllithium was slowly added dropwise to the suspension. After 10 minutes, the suspension became homogeneous. Diethyl oxalate (8.16 g) was added dropwise to the homogeneous suspension, and the resultant mixture was stirred at the same temperature for 1 hour. A saturated aqueous solution (5 mL) of ammonium chloride was added to the reaction mixture and wa... The reactants are CCOC(=O)c1nn(-c2ccc(Cl)cc2Cl)c(-c2ccc(Cl)cc2)c1SC, [Li+], C1CCOC1, [OH-], O. The product is CSc1c(C(=O)[O-])nn(-c2ccc(Cl)cc2Cl)c1-c1ccc(Cl)cc1, [Li+]. RXN SMILES: [Cl:1][c:2]1[cH:3][cH:4][c:5](-[c:8]2[c:9]([S:26][CH3:27])[c:10]([C:21](=[O:22])[O:23][CH2:24][CH3:25])[n:11][n:12]2-[c:13]2[c:14]([Cl:20])[cH:15][c:16]([Cl:19])[cH:17][cH:18]2)[cH:6][cH:7]1.[Li+:29].[O:31]1[CH2:32][CH2:33][CH2:34][CH2:35]1.[OH-:28].[OH2:30]>>[Cl:1][c:2]1[cH:3][cH:4][c:5](-[c:8]2[c:9]([S:26][CH3:27])[c:10]([C:21](=[O:22])[O-:23])[n:11][n:12]2-[c:13]2[c:14]([Cl:20])[cH:15][c:16]([Cl:19])[cH:17][cH:18]2)[cH:6][cH:7]1.[Li+:29]. Starting materials: C(C)(C)(C)OC(C[C@@H](C=O)NC(CN(CC1=CC=CC=C1)C([C@H](C(C)C)NC(C1=CC=CC=C1)=O)=O)=O)=NNC(=O)N (3(S)-(2-((2(S)-Benzoylamino-3-methylbutyryl)benzylamino)acetylamino)-4-oxo-butyric Acid tert-Butyl Ester Semicarbazone), C(=O)(C(F)(F)F)O (TFA). The solvent is C(Cl)Cl (CH2Cl2). Conditions: time 4 hour. Yields the product C(C1=CC=CC=C1)(=O)N[C@H](C(=O)N(CC(=O)N[C@@H](CC(=O)O)C=O)CC1=CC=CC=C1)C(C)C (3(S)-(2-((2(S)-Benzoylamino-3-methylbutyryl)benzylamino)acetylamino)-4-oxo-butyric Acid). RXN SMILES: C([O:5][C:6](=NNC(N)=O)[CH2:7][C@H:8]([NH:11][C:12](=[O:37])[CH2:13][N:14]([C:22](=[O:36])[C@@H:23]([NH:27][C:28](=[O:35])[C:29]1[CH:34]=[CH:33][CH:32]=[CH:31][CH:30]=1)[CH:24]([CH3:26])[CH3:25])[CH2:15][C:16]1[CH:21]=[CH:20][CH:19]=[CH:18][CH:17]=1)[CH:9]=[O:10])(C)(C)C.C(O)(C(F)(F)F)=[O:44]>C(Cl)Cl>[C:28]([NH:27][C@@H:23]([CH:24]([CH3:26])[CH3:25])[C:22]([N:14]([CH2:15][C:16]1[CH:21]=[CH:20][CH:19]=[CH:18][CH:17]=1)[CH2:13][C:12]([NH:11][C@H:8]([CH:9]=[O:10])[CH2:7][C:6]([OH:5])=[O:44])=[O:37])=[O:36])(=[O:35])[C:29]1[CH:34]=[CH:33][CH:32]=[CH:31][CH:30]=1. Procedure: To a suspension of compound 705 (600 mg, 1.04 mmol) in CH2Cl2 (10 mL) was added TFA (4.0 mL) and the reaction allowed to stir for 4 hr. The reaction was concentrated in vacuo and the residue co-concentrated with toluene (3×). The residue was dissolved in MeOH (10 mL) and treated with HOAc (2.0 mL) followed by formaldehyde (2.0 mL). After stirring for 3 hr at rt, the reaction was concentrated in vacuo. Prep-HPLC provided 89 mg of compound 706: 1H NMR (500 MHz, CD3OD) 68.34-8.21 (m), 7.80-7.69 (m)... Reaction SMILES: [C:1]([CH2:4][CH2:5][C:6]1[C:18]([CH2:19][CH2:20][CH2:21][CH2:22][CH2:23][CH2:24][O:25][C:26]2[CH:31]=[C:30]([C:32]3[CH:36]=[CH:35][S:34][CH:33]=3)[CH:29]=[C:28]([C:37](=[O:41])[N:38]([CH3:40])C)[CH:27]=2)=[CH:17][CH:16]=[CH:15][C:7]=1[O:8][CH2:9][CH2:10][CH2:11][C:12]([OH:14])=[O:13])([OH:3])=[O:2].[CH2:42](OC(CCC1C(OCCCC(OCC)=O)=CC=CC=1CCCCCCOC1C=C(C=C(C2C=CSC=2)C=1)C(O)=O)=O)C.C(N)C>>[C:1]([CH2:4][CH2:5][C:6]1[C:18]([CH2:19][CH2:20][CH2:21][CH2:22][CH2:23][CH2:24][O:25][C:26]2[CH:31]=[C:30]([C:32]3[CH:36]=[CH:35][S:34][CH:33]=3)[CH:29]=[C:28]([C:37](=[O:41])[NH:38][CH2:40][CH3:42])[CH:27]=2)=[CH:17][CH:16]=[CH:15][C:7]=1[O:8][CH2:9][CH2:10][CH2:11][C:12]([OH:14])=[O:13])([OH:3])=[O:2]. Product: C(=O)(O)CCC1=C(OCCCC(=O)O)C=CC=C1CCCCCCOC1=CC(=CC(=C1)C1=CSC=C1)C(NCC)=O (4-{2-(2-Carboxy-ethyl)-3-[6-(3-ethylcarbamoyl-5-thiophen-3-yl-phenoxy)-hexyl]-phenoxy}-butyric acid). Starting materials: C(=O)(O)CCC1=C(OCCCC(=O)O)C=CC=C1CCCCCCOC1=CC(=CC(=C1)C1=CSC=C1)C(N(C)C)=O (4-{2-(2-carboxy-ethyl)-3-[6-(3-dimethylcarbamoyl-5-thiophen-3-yl-phenoxy)-hexyl]-phenoxy}-butyric acid), C(C)OC(=O)CCC1=C(C=CC=C1OCCCC(=O)OCC)CCCCCCOC=1C=C(C(=O)O)C=C(C1)C1=CSC=C1 (3-{6-[2-(2-ethoxycarbonyl-ethyl)-3-(3-ethoxycarbonyl-propoxy)-phenyl]-hexyloxy}-5-thiophen-3-yl-benzoic acid), C(C)N (ethylamine). Reported procedure: The title compound was prepared by the same method as 4-{2-(2-carboxy-ethyl)-3-[6-(3-dimethylcarbamoyl-5-thiophen-3-yl-phenoxy)-hexyl]-phenoxy}-butyric acid starting from 3-{6-[2-(2-ethoxycarbonyl-ethyl)-3-(3-ethoxycarbonyl-propoxy)-phenyl]-hexyloxy}-5-thiophen-3-yl-benzoic acid and ethylamine. The product is BrC1=CC(=C(C=C1)N[C@H](CO)C)[N+](=O)[O-] ((S)-2-(4-bromo-2-nitrophenylamino)propane-1-ol). Conditions: temperature 60 celsius, time 8 hour. The solvent is O (water). Reactants: 1-L, BrC1=CC(=C(C=C1)F)[N+](=O)[O-] (4-bromo-1-fluoro-2-nitrobenzene), CN(C)C=O (DMF), C([O-])([O-])=O.[K+].[K+] (potassium carbonate), N[C@H](CO)C ((S)-2-aminopropane-1-ol). Reported procedure: A 1-L, three-necked, round bottomed flask fitted with a nitrogen inlet, overhead stirrer, thermocouple, and condenser was charged with 4-bromo-1-fluoro-2-nitrobenzene (46 g, 209 mmol), DMF (230 mL), potassium carbonate (31.8 g, 230 mmol), and (S)-2-aminopropane-1-ol (17.9 mL, 230 mmol). The reaction mixture was heated to 60° C. for 6 h and then cooled to rt and stirred overnight. The mixture was slowly diluted with water (690 mL), and the resulting slurry stirred at rt for 3 h and was then filte... Isolated yield 126.9%. RXN SMILES: [Br:1][C:2]1[CH:7]=[CH:6][C:5](F)=[C:4]([N+:9]([O-:11])=[O:10])[CH:3]=1.CN(C=O)C.C(=O)([O-])[O-].[K+].[K+].[NH2:23][C@@H:24]([CH3:27])[CH2:25][OH:26]>O>[Br:1][C:2]1[CH:7]=[CH:6][C:5]([NH:23][C@@H:24]([CH3:27])[CH2:25][OH:26])=[C:4]([N+:9]([O-:11])=[O:10])[CH:3]=1 |f:2.3.4|. Reactants: CCCC[Mg+], CCB(CC)CC, C1CCOC1, CC(=O)[O-], CCOC(C)=O, [Cl-], CS(=O)(=O)c1ccc(-c2sc(COc3cc(Cl)cc(Cl)c3)nc2-c2ccc(F)cc2)cc1, NOS(=O)(=O)O, [Na+], O. Yields the product NS(=O)(=O)c1ccc(-c2sc(COc3cc(Cl)cc(Cl)c3)nc2-c2ccc(F)cc2)cc1. As a reaction SMILES: [CH2:34]([Mg+:35])[CH2:36][CH2:37][CH3:38].[CH2:39]([B:40]([CH2:41][CH3:42])[CH2:43][CH3:44])[CH3:45].[CH2:57]1[O:58][CH2:59][CH2:60][CH2:61]1.[CH3:47][C:48](=[O:49])[O-:50].[CH3:62][CH2:63][O:64][C:65](=[O:66])[CH3:67].[Cl-:33].[Cl:1][c:2]1[cH:3][c:4]([O:5][CH2:6][c:7]2[s:8][c:9](-[c:19]3[cH:20][cH:21][c:22]([S:25](=[O:26])(=[O:27])[CH3:28])[cH:23][cH:24]3)[c:10](-[c:12]3[cH:13][cH:14][c:15]([F:18])[cH:16][cH:17]3)[n:11]2)[cH:29][c:30]([Cl:32])[cH:31]1.[NH2:51][O:52][S:53]([OH:54])(=[O:55])=[O:56].[Na+:46].[OH2:68]>>[Cl:1][c:2]1[cH:3][c:4]([O:5][CH2:6][c:7]2[s:8][c:9](-[c:19]3[cH:20][cH:21][c:22]([S:25](=[O:26])(=[O:27])[NH2:51])[cH:23][cH:24]3)[c:10](-[c:12]3[cH:13][cH:14][c:15]([F:18])[cH:16][cH:17]3)[n:11]2)[cH:29][c:30]([Cl:32])[cH:31]1. Starting materials: Cl (HCl), solution, O=C1NC(CCC1N1C(C2=CC=C(C=C2C1)CNC(=O)N1CCN(CC1)C(=O)OC(C)(C)C)=O)=O (tert-butyl 4-((2-(2,6-dioxopiperidin-3-yl)-1-oxoisoindolin-5-yl)methylcarbamoyl)piperazine-1-carboxylate). Run in C(C)OCC (diethyl ether), C(Cl)Cl (methylene chloride). Conditions: time 48 hour. The product is O=C1NC(CCC1N1C(C2=CC=C(C=C2C1)CNC(=O)N1CCNCC1)=O)=O (N-((2-(2,6-dioxopiperidin-3-yl)-1-oxoisoindolin-5-yl)methyl)piperazine-1-carboxamide). Reaction SMILES: [O:1]=[C:2]1[CH:7]([N:8]2[CH2:16][C:15]3[C:10](=[CH:11][CH:12]=[C:13]([CH2:17][NH:18][C:19]([N:21]4[CH2:26][CH2:25][N:24](C(OC(C)(C)C)=O)[CH2:23][CH2:22]4)=[O:20])[CH:14]=3)[C:9]2=[O:34])[CH2:6][CH2:5][C:4](=[O:35])[NH:3]1.Cl>C(Cl)Cl.C(OCC)C>[O:1]=[C:2]1[CH:7]([N:8]2[CH2:16][C:15]3[C:10](=[CH:11][CH:12]=[C:13]([CH2:17][NH:18][C:19]([N:21]4[CH2:22][CH2:23][NH:24][CH2:25][CH2:26]4)=[O:20])[CH:14]=3)[C:9]2=[O:34])[CH2:6][CH2:5][C:4](=[O:35])[NH:3]1. Procedure: A mixture of tert-butyl 4-((2-(2,6-dioxopiperidin-3-yl)-1-oxoisoindolin-5-yl)methylcarbamoyl)piperazine-1-carboxylate (0.49 g, 1.0 mmol) in methylene chloride (100 mL) is treated with HCl (5 mL of a 2N solution in diethyl ether), and stirred at ambient temperature for 48 hours. The mixture is evaporated under vacuum, and triturated in ethyl acetate (10 mL), filtered, and dried under vacuum. Starting materials: BrC1=NC=CC2=CC=CC=C12 (1-bromoisoquinoline), [N+](=O)([O-])[O-].[K+] (KNO3), C(=O)(O)[O-].[Na+] (NaHCO3), O (water). Solvent: OS(=O)(=O)O (H2SO4), CCOC(=O)C (EtOAc). The product is BrC1=NC=CC2=C(C=CC=C12)[N+](=O)[O-] (1-bromo-5-nitro isoquinoline). As a reaction SMILES: [Br:1][C:2]1[C:11]2[C:6](=[CH:7][CH:8]=[CH:9][CH:10]=2)[CH:5]=[CH:4][N:3]=1.[N+:12]([O-])([O-:14])=[O:13].[K+].O.C([O-])(O)=O.[Na+]>OS(O)(=O)=O.CCOC(C)=O>[Br:1][C:2]1[C:11]2[C:6](=[C:7]([N+:12]([O-:14])=[O:13])[CH:8]=[CH:9][CH:10]=2)[CH:5]=[CH:4][N:3]=1 |f:1.2,4.5|. Procedure: The starting material was prepared by reactio of 1-bromoisoquinoline in concentrated H2SO4 at 0° with KNO3. The reaction mixture was worked up with water, NaHCO3 and EtOAc to give 1-bromo-5-nitro isoquinoline, m.p. 187°-8°. Reaction of this compound with trimethyloxonium tetrafluoroborate in CH2Cl2 gave impure 1-bromo-2-methyl-5-nitroisoquinolinium tetrafluoroborate which was used as such. n.m.r. in solvent A:-3.5(s, 3H); 7.7-8.7(m, 5H). The reactants are C(C)O (ethanol), [OH-].[Na+] (sodium hydroxide), C(C)OC(=O)C(C1=CC2=C(C=C1)OCO2)NC2=NC=NC1=CC=C(C=C21)Cl (4-(α-ethoxycarbonyl-3,4-methylenedioxybenzyl)amino-6-chloroquinazoline). Solvent: O (water). Product: C(=O)(O)C(C1=CC2=C(C=C1)OCO2)NC2=NC=NC1=CC=C(C=C21)Cl (4-(α-Carboxy-3,4-methylenedioxybenzyl)amino-6-chloroquinazoline). Isolated yield 48.5%. As a reaction SMILES: C(O)C.[OH-].[Na+].C([O:8][C:9]([CH:11]([NH:21][C:22]1[C:31]2[C:26](=[CH:27][CH:28]=[C:29]([Cl:32])[CH:30]=2)[N:25]=[CH:24][N:23]=1)[C:12]1[CH:17]=[CH:16][C:15]2[O:18][CH2:19][O:20][C:14]=2[CH:13]=1)=[O:10])C>O>[C:9]([CH:11]([NH:21][C:22]1[C:31]2[C:26](=[CH:27][CH:28]=[C:29]([Cl:32])[CH:30]=2)[N:25]=[CH:24][N:23]=1)[C:12]1[CH:17]=[CH:16][C:15]2[O:18][CH2:19][O:20][C:14]=2[CH:13]=1)([OH:10])=[O:8] |f:1.2|. Procedure: 10 ml of ethanol, 5 ml of water and 20 mg of sodium hydroxide were added to 100 mg of 4-(α-ethoxycarbonyl-3,4-methylenedioxybenzyl)amino-6-chloroquinazoline. The obtained mixture was refluxed for 10 minutes and concentrated under a reduced pressure, followed by the addition of 20 ml of water. The obtained mixture was neutralized with 1N hydrochloric acid. The crystal thus precipitated was recovered by filtration. Thus, 45 mg of the title compound was obtained.